From a dataset of the Open Reaction Database (ORD), a public repository of structured organic reaction records. describe an organic reaction: reactants, conditions, products, and yield The reactants are FC1=CC=C(CN(C2=NC=CC=C2)CCN(CCCCCCCN)C)C=C1 (N-[2-[N-(4-fluorobenzyl)-N-(2-pyridyl)amino]ethyl]-N-methyl-1,7-heptanediamine), C(#N)NC(OC1=CC=CC=C1)=NCCSCC=1N=C(SC1)NC(=N)N (N-cyano-N'-[2-[[(2-guanidino-4-thiazolyl)methyl]thio]ethyl]-O-phenyl-isourea). Product: C(#N)NC(=NCCSCC=1N=C(SC1)NC(=N)N)NCCCCCCCN(C)CCN(C1=NC=CC=C1)CC1=CC=C(C=C1)F (N-cyano-N'-[7-[N-[2-[N-(4-fluorobenzyl)-N-(2-pyridyl)amino]ethyl]-N-methylamino]heptyl]-N"-[2-[[(2-guanidino-4-thiazolyl)methyl]thio]ethyl]guanidine). As a reaction SMILES: [F:1][C:2]1[CH:27]=[CH:26][C:5]([CH2:6][N:7]([CH2:14][CH2:15][N:16]([CH3:25])[CH2:17][CH2:18][CH2:19][CH2:20][CH2:21][CH2:22][CH2:23][NH2:24])[C:8]2[CH:13]=[CH:12][CH:11]=[CH:10][N:9]=2)=[CH:4][CH:3]=1.[C:28]([NH:30][C:31](=[N:39][CH2:40][CH2:41][S:42][CH2:43][C:44]1[N:45]=[C:46]([NH:49][C:50]([NH2:52])=[NH:51])[S:47][CH:48]=1)OC1C=CC=CC=1)#[N:29]>>[C:28]([NH:30][C:31]([NH:24][CH2:23][CH2:22][CH2:21][CH2:20][CH2:19][CH2:18][CH2:17][N:16]([CH2:15][CH2:14][N:7]([CH2:6][C:5]1[CH:26]=[CH:27][C:2]([F:1])=[CH:3][CH:4]=1)[C:8]1[CH:13]=[CH:12][CH:11]=[CH:10][N:9]=1)[CH3:25])=[N:39][CH2:40][CH2:41][S:42][CH2:43][C:44]1[N:45]=[C:46]([NH:49][C:50]([NH2:52])=[NH:51])[S:47][CH:48]=1)#[N:29]. Procedure: Preparation is effected analogously to Example 1, using 0.57 g (1.53 mmol) of N-[2-[N-(4-fluorobenzyl)-N-(2-pyridyl)amino]ethyl]-N-methyl-1,7-heptanediamine and the equimolar amount of N-cyano-N'-[2-[[(2-guanidino-4-thiazolyl)methyl]thio]ethyl]-O-phenyl-isourea as starting materials. Working up by chromatography analogously to Example 1 yields the purified title compound in the form of a viscous oil; MS (+FAB method): m/z (rel. int. [%])=654 ([M+H]+, 2), 91 (100); IR (KBr): 2163 cm-1 (C≡N). For ... Reactants: OC1=C(C=CC=C1)S(=O)(=O)N (2-hydroxyphenylsulfonamide), C([O-])([O-])=O.[K+].[K+] (potassium carbonate), C(C#C)Br (propargyl bromide). The solvent is CC(=O)CC (ethyl methyl ketone). Product: C(C#C)OC1=C(C=CC=C1)S(=O)(=O)N (2-Propargyloxyphenylsulfonamide). RXN SMILES: [OH:1][C:2]1[CH:7]=[CH:6][CH:5]=[CH:4][C:3]=1[S:8]([NH2:11])(=[O:10])=[O:9].C(=O)([O-])[O-].[K+].[K+].[CH2:18](Br)[C:19]#[CH:20]>CC(CC)=O>[CH2:20]([O:1][C:2]1[CH:7]=[CH:6][CH:5]=[CH:4][C:3]=1[S:8]([NH2:11])(=[O:9])=[O:10])[C:19]#[CH:18] |f:1.2.3|. Procedure: A mixture of 35 g of 2-hydroxyphenylsulfonamide, 55.2 g of potassium carbonate, 15.5 ml of propargyl bromide and 1000 ml of ethyl methyl ketone is refluxed for 1.5 hours; it is then cooled, filtered, and concentrated by evaporation. The yield after recrystallisation of the residue from ethyl acetate is 30 g of 2-propargyloxyphenylsulfonamide, m.p. 143°-145° C. Starting materials: CS(=O)(=O)OC[C@@H]1N(CCN(C1)S(=O)(=O)C=1SC=CC1)C1=CC=C(C=C1)C(C(F)(F)F)(C)O (((2R)-4-(2-thiophenylsulfonyl)-1-(4-(2,2,2-trifluoro-1-hydroxy-1-methylethyl)phenyl)-2-piperazinyl)methyl methanesulfonate), CS(=O)(=O)OC[C@@H]1N(CCN(C1)S(=O)(=O)C=1SC=CC1)C1=CC=C(C=C1)C(C(F)(F)F)(C)O (((2R)-4-(2-thiophenylsulfonyl)-1-(4-(2,2,2-trifluoro-1-hydroxy-1-methylethyl)phenyl)-2-piperazinyl)methyl methanesulfonate), C1(CC1)NC (cyclopropyl methylamine), sulfonamide, CS(=O)(=O)Cl (MsCl), C1(CC1)CNC[C@@H]1N(CCN(C1)S(=O)(=O)C=1SC=CC1)C1=CC=C(C=C1)C(C(F)(F)F)(C)O (2-(4-((2S)-2-(((cyclopropylmethyl)amino)methyl)-4-(2-thiophenylsulfonyl)-1-piperazinyl)phenyl)-1,1,1-trifluoro-2-propanol). Product: C1(CC1)CN(S(=O)(=O)C)C[C@@H]1N(CCN(C1)S(=O)(=O)C=1SC=CC1)C1=CC=C(C=C1)C(C(F)(F)F)(C)O (N-(cyclopropylmethyl)-N-(((2S)-4-(2-thiophenylsulfonyl)-1-(4-(2,2,2-trifluoro-1-hydroxy-1-methylethyl)phenyl)-2-piperazinyl)methyl)methanesulfonamide). Reaction SMILES: CS(OC[C@H]1CN(S(C2SC=CC=2)(=O)=O)CCN1C1C=CC(C(O)(C)C(F)(F)F)=CC=1)(=O)=O.C1(NC)CC1.[CH3:39][S:40](Cl)(=[O:42])=[O:41].[CH:44]1([CH2:47][NH:48][CH2:49][C@H:50]2[CH2:55][N:54]([S:56]([C:59]3[S:60][CH:61]=[CH:62][CH:63]=3)(=[O:58])=[O:57])[CH2:53][CH2:52][N:51]2[C:64]2[CH:69]=[CH:68][C:67]([C:70]([OH:76])([CH3:75])[C:71]([F:74])([F:73])[F:72])=[CH:66][CH:65]=2)[CH2:46][CH2:45]1>>[CH:44]1([CH2:47][N:48]([CH2:49][C@H:50]2[CH2:55][N:54]([S:56]([C:59]3[S:60][CH:61]=[CH:62][CH:63]=3)(=[O:58])=[O:57])[CH2:53][CH2:52][N:51]2[C:64]2[CH:69]=[CH:68][C:67]([C:70]([OH:76])([CH3:75])[C:71]([F:72])([F:73])[F:74])=[CH:66][CH:65]=2)[S:40]([CH3:39])(=[O:42])=[O:41])[CH2:45][CH2:46]1. Procedure: This compound was synthesized following the scheme described for Example 195. The reaction of ((2R)-4-(thiophen-2-ylsulfonyl)-1-(4-(1,1,1-trifluoro-2-hydroxypropan-2-yl)phenyl)piperazin-2-yl)methyl methanesulfonate (Intermediate B) and cyclopropyl methylamine (Alfa Aesar, Ward Hill, Mass.), followed by sulfonamide formation (using MsCl) delivered 2-(4-((2S)-2-(((cyclopropylmethyl)amino)methyl)-4-(2-thiophenylsulfonyl)-1-piperazinyl)phenyl)-1,1,1-trifluoro-2-propanol as a mixture of two isomers.